From a dataset of the Open Reaction Database (ORD), a public repository of structured organic reaction records. describe an organic reaction: reactants, conditions, products, and yield Starting materials: S1C(=CC=C1)CC(=O)NC1[C@@H]2N(C(=CC(S2)O)C(=O)OCC2=CC=C(C=C2)[N+](=O)[O-])C1=O (p-nitrobenzyl 7-[2-(2-thienyl)acetamido]-2-hydroxy-3-cephem-4-carboxylate), C(C)(=O)OCC (ethyl acetate), O (water), P(Br)(Br)Br (phosphorus tribromide). Solvent: CN(C)C=O (DMF). Yields the product S1C(=CC=C1)CC(=O)NC1[C@@H]2N(C(=C(CS2)Br)C(=O)OCC2=CC=C(C=C2)[N+](=O)[O-])C1=O (p-nitrobenzyl 7-[2-(2-thienyl)acetamido]-3-bromo-3-cephem-4-carboxylate). RXN SMILES: [S:1]1[CH:5]=[CH:4][CH:3]=[C:2]1[CH2:6][C:7]([NH:9][CH:10]1[C:31](=[O:32])[N:12]2[C:13]([C:18]([O:20][CH2:21][C:22]3[CH:27]=[CH:26][C:25]([N+:28]([O-:30])=[O:29])=[CH:24][CH:23]=3)=[O:19])=[CH:14][CH:15](O)[S:16][C@H:11]12)=[O:8].P(Br)(Br)[Br:34].C(OCC)(=O)C.O>CN(C=O)C>[S:1]1[CH:5]=[CH:4][CH:3]=[C:2]1[CH2:6][C:7]([NH:9][CH:10]1[C:31](=[O:32])[N:12]2[C:13]([C:18]([O:20][CH2:21][C:22]3[CH:27]=[CH:26][C:25]([N+:28]([O-:30])=[O:29])=[CH:24][CH:23]=3)=[O:19])=[C:14]([Br:34])[CH2:15][S:16][C@H:11]12)=[O:8]. Reported procedure: To a solution of 19 g. (40 mmole) of p-nitrobenzyl 7-[2-(2-thienyl)acetamido]-2-hydroxy-3-cephem-4-carboxylate in 300 ml of dry DMF was added 15 g. (56 mmole) of phosphorus tribromide and the reaction mixture was stirred at room temperature overnight. The reaction mixture was poured into a mixture of ethyl acetate and water and the organic phase was separated and washed repeatedly with water and dried over magnesium sulfate. The dried organic phase was evaporated in vacuo to dryness. The crude r... Starting materials: 3-triphenylphosphorylpropionic acid chloride, C1(=CC=CC2=CC=CC=C12)C=O (1-naphthaldehyde), O1CCCC1 (tetrahydrofuran), CC(C)([O-])C.[K+] (potassium tert-butoxide), O1CCCC1 (tetrahydrofuran). Reaction conditions: time 12 hour. Product: C1(=CC=CC2=CC=CC=C12)CC=CC(=O)O (4-(1-Naphthyl)butenoic acid). Reaction SMILES: [C:1]1([CH:11]=O)[C:10]2[C:5](=[CH:6][CH:7]=[CH:8][CH:9]=2)[CH:4]=[CH:3][CH:2]=1.CC(C)([O-:16])C.[K+].[O:19]1[CH2:23][CH2:22][CH2:21]C1>>[C:1]1([CH2:11][CH:21]=[CH:22][C:23]([OH:19])=[O:16])[C:10]2[C:5](=[CH:6][CH:7]=[CH:8][CH:9]=2)[CH:4]=[CH:3][CH:2]=1 |f:1.2|. Procedure details: To a mixture of 3-triphenylphosphorylpropionic acid chloride (12.40 g) and 1-naphthaldehyde in dry tetrahydrofuran (30 cm3) at 0° C. under an atmosphere of nitrogen was added a solution of potassium tert-butoxide (7.54 g) in tetrahydrofuran (30 cm3) over a period of 1 h. The reaction was allowed to warm to room temperature and stirred for a further 12 h before it was quenched with water (40 cm3) and extracted with diethyl ether (2×40 cm3). The aqueous portion was acidified with hydrochloric acid...